Dataset: the Open Reaction Database (ORD), a public repository of structured organic reaction records. Task: describe an organic reaction: reactants, conditions, products, and yield Yields the product C1=NC2=C(NC(=S)N=C2N1[C@H]3[C@@H]([C@@H]([C@H](O3)CO)O)O)N (2-thioadenosine). The reactants are C(C)ON=C(N)C=1N=CN(C1N)[C@H]1[C@H](O)[C@H](O)[C@H](O1)CO (5-amino-1-β-D-ribofuranosylimidazole-4-carboxamide O-ethyl-oxime), C(=S)=S (carbon disulfide). Procedure details: 0.45 g of 5-amino-1-β-D-ribofuranosylimidazole-4-carboxamide O-ethyl-oxime was dissolved in a mixture of 0.3 ml of pyridine, 5 ml of methanol and 0.5 ml of carbon disulfide. The resulting mixture was allowed to react in an autoclave at 120° C for 6 hours under autogenous pressure (about 10 Kg/cm2). The reaction mixture was concentrated to dryness, and the residue was dissolved in water. The aqueous solution was adjusted to a pH of 2 with hydrochloric acid to precipitate the crude product, which ... Isolated yield 65.0%. RXN SMILES: C(O[N:4]=[C:5]([C:7]1[N:8]=[CH:9][N:10]([C@@H:13]2[O:19][C@H:18]([CH2:20][OH:21])[C@@H:16]([OH:17])[C@H:14]2[OH:15])[C:11]=1[NH2:12])[NH2:6])C.[C:22](=S)=[S:23]>N1C=CC=CC=1.CO>[CH:9]1[N:10]([C@@H:13]2[O:19][C@H:18]([CH2:20][OH:21])[C@@H:16]([OH:17])[C@H:14]2[OH:15])[C:11]2[C:7](=[C:5]([NH2:6])[NH:4][C:22]([N:12]=2)=[S:23])[N:8]=1. Solvent: N1=CC=CC=C1 (pyridine), CO (methanol).